The task is: describe an organic reaction: reactants, conditions, products, and yield. This data is from the Open Reaction Database (ORD), a public repository of structured organic reaction records. The reactants are CC(C(C=CC)O)CC (5-methyl-hept-2-en-4-ol), [Cr](=O)(=O)([O-])O[Cr](=O)(=O)[O-].[Na+].[Na+] (sodium dichromate), S(O)(O)(=O)=O (sulphuric acid). The product is CC(C(C=CC)=O)CC (5-methyl-hept-2-en-4-one). The yield is 33.6%. Reaction SMILES: [CH3:1][CH:2]([CH2:8][CH3:9])[CH:3]([OH:7])[CH:4]=[CH:5][CH3:6].[Cr](O[Cr]([O-])(=O)=O)([O-])(=O)=O.[Na+].[Na+].S(=O)(=O)(O)O>>[CH3:1][CH:2]([CH2:8][CH3:9])[C:3](=[O:7])[CH:4]=[CH:5][CH3:6] |f:1.2.3|. Reported procedure: 2-Butylmagnesium bromide is prepared from 24.32 g of magnesium filings and 137 g of 2-bromobutane in 100 ml of ether. 56 g of crotonaldehyde dissolved in 60 ml of ether are added dropwise to the solution at 0° to 10° C. The mixture is then boiled for 2 hours under reflux temperature. Thereafter it is cooled, the batch decomposed with ice water/hydrochloric acid and the product extracted, neutralized and distilled. 56 g of 5-methyl-hept-2-en-4-ol of boiling point 70° C./18 mb are obtained. To 52 ... The reactants are ClC1=CC=NC2=CC(=C(C=C12)OC)OC (4-Chloro-6,7-dimethoxyquinoline), C(C)(C)(C)C=1C=CC(=C(C=O)C1)O (5-tert-butyl-2-hydroxybenzaldehyde), O (water). The reagents and catalysts are CN(C1=CC=NC=C1)C (4-dimethylaminopyridine). The solvent is ClC1=CC=CC=C1 (monochlorobenzene). Reaction conditions: temperature 130 celsius, time 8 hour. Yields the product C(C)(C)(C)C=1C=CC(=C(C=O)C1)OC1=CC=NC2=CC(=C(C=C12)OC)OC (5-(tert-butyl)-2-[(6,7-dimethoxy-4-quinolyl)oxy]benzaldehyde). Reaction SMILES: Cl[C:2]1[C:11]2[C:6](=[CH:7][C:8]([O:14][CH3:15])=[C:9]([O:12][CH3:13])[CH:10]=2)[N:5]=[CH:4][CH:3]=1.[C:16]([C:20]1[CH:21]=[CH:22][C:23]([OH:28])=[C:24]([CH:27]=1)[CH:25]=[O:26])([CH3:19])([CH3:18])[CH3:17].O>CN(C)C1C=CN=CC=1.ClC1C=CC=CC=1>[C:16]([C:20]1[CH:21]=[CH:22][C:23]([O:28][C:2]2[C:11]3[C:6](=[CH:7][C:8]([O:14][CH3:15])=[C:9]([O:12][CH3:13])[CH:10]=3)[N:5]=[CH:4][CH:3]=2)=[C:24]([CH:27]=1)[CH:25]=[O:26])([CH3:19])([CH3:17])[CH3:18]. Procedure: 4-Chloro-6,7-dimethoxyquinoline (111 mg), 5-tert-butyl-2-hydroxybenzaldehyde (356 mg), and 4-dimethylaminopyridine (244 mg) were suspended in monochlorobenzene (2 ml), and the suspension was stirred at 130° C. overnight. The reaction solution was cooled to room temperature, water was then added to the reaction solution, and the mixture was extracted with ethyl acetate. The ethyl acetate layer was then washed with water and saturated brine and was dried over anhydrous sodium sulfate. The solvent ... Reactants: C(C)OC(C=C1CC2=CC=C(C=C2CC1)OC)=O ((6-methoxy-3,4-dihydro-1H-napthalen-2-ylidene)-acetic acid ethyl ester). The reagents and catalysts are [Pd] (Pd—C). Solvent: C(C)(=O)OCC (ethyl acetate). Conditions: time 8 hour. Product: C(C)OC(CC1CC2=CC=C(C=C2CC1)OC)=O ((6-Methoxy-1,2,3,4-tetrahydro-napthalen-2-yl)-acetic acid ethyl ester). The yield is 89.5%. Reaction SMILES: [CH2:1]([O:3][C:4](=[O:18])[CH:5]=[C:6]1[CH2:15][CH2:14][C:13]2[C:8](=[CH:9][CH:10]=[C:11]([O:16][CH3:17])[CH:12]=2)[CH2:7]1)[CH3:2]>C(OCC)(=O)C.[Pd]>[CH2:1]([O:3][C:4](=[O:18])[CH2:5][CH:6]1[CH2:15][CH2:14][C:13]2[C:8](=[CH:9][CH:10]=[C:11]([O:16][CH3:17])[CH:12]=2)[CH2:7]1)[CH3:2]. Reported procedure: A solution of (6-methoxy-3,4-dihydro-1H-napthalen-2-ylidene)-acetic acid ethyl ester (4.4 g, 18 mmol) in ethyl acetate (35 mL) was hydrogenated over 10% Pd—C (0.9 g) at 50 psi and left overnight. The reaction mixture was filtered through diatomaceous earth and washed with ethyl acetate (200 mL). The filtrate was concentrated to give the title compound (4.0 g, 91% yield) as a clear, colorless oil. The reactants are OC1=CC=C(C2=COC3=CC(=CC(=C3C2=O)C)O)C=C1 (4′,7-dihydroxy-5-methylisoflavone), C(C)(=O)OC(C)=O (acetic anhydride), CC(=O)CC(=O)O (diacetate). Solvent: N1=CC=CC=C1 (pyridine). Conditions: temperature 107.5 celsius. Yields the product C(C)(=O)OC1=CC=C(C2=COC3=CC(=CC(=C3C2=O)C)OC(C)=O)C=C1 (4′,7-diacetoxy-5-methylisoflavone). Isolated yield 91.0%. RXN SMILES: [OH:1][C:2]1[CH:20]=[CH:19][C:5]([C:6]2[C:15](=[O:16])[C:14]3[C:9](=[CH:10][C:11]([OH:18])=[CH:12][C:13]=3[CH3:17])[O:8][CH:7]=2)=[CH:4][CH:3]=1.[C:21](OC(=O)C)(=[O:23])[CH3:22].[CH3:28][C:29](CC(O)=O)=[O:30]>N1C=CC=CC=1>[C:21]([O:1][C:2]1[CH:3]=[CH:4][C:5]([C:6]2[C:15](=[O:16])[C:14]3[C:9](=[CH:10][C:11]([O:18][C:29](=[O:30])[CH3:28])=[CH:12][C:13]=3[CH3:17])[O:8][CH:7]=2)=[CH:19][CH:20]=1)(=[O:23])[CH3:22]. Procedure: A mixture of 4′,7-dihydroxy-5-methylisoflavone (1.51 g, 5.6 mmol), acetic anhydride (9 ml) and pyridine (1.7 ml) was heated in an oil bath at 105-110° C. for 1 h. After cooling the mixture to room temperature, it was stirred for a further 30 min during which time the diacetate crystallised from the solution. The product was filtered, washed thoroughly with water and recrystallised from methanol to yield 4′,7-diacetoxy-5-methylisoflavone as colourless prisms (1.8 g, 91%). m.p. 195-97° C., 1H NMR ... The reactants are CSCCC(N)C(=O)OCc1ccccc1, ClCCl, CC(C)(C)OC(=O)NC(Cc1c[nH]c2ccccc12)C(=O)Oc1cc(Cl)c(Cl)cc1Cl. Product: CSCCC(NC(=O)C(Cc1c[nH]c2ccccc12)NC(=O)OC(C)(C)C)C(=O)OCc1ccccc1. Reaction SMILES: [CH2:32]([c:33]1[cH:34][cH:35][cH:36][cH:37][cH:38]1)[O:39][C:40]([CH:41]([NH2:42])[CH2:43][CH2:44][S:45][CH3:46])=[O:47].[CH2:48]([Cl:49])[Cl:50].[Cl:1][c:2]1[cH:3][c:4]([Cl:5])[c:6]([Cl:7])[cH:8][c:9]1[O:10][C:11]([CH:12]([NH:13][C:14](=[O:15])[O:16][C:17]([CH3:18])([CH3:19])[CH3:20])[CH2:21][c:22]1[cH:23][nH:24][c:25]2[cH:26][cH:27][cH:28][cH:29][c:30]12)=[O:31]>>[C:11]([CH:12]([NH:13][C:14](=[O:15])[O:16][C:17]([CH3:18])([CH3:19])[CH3:20])[CH2:21][c:22]1[cH:23][nH:24][c:25]2[cH:26][cH:27][cH:28][cH:29][c:30]12)(=[O:31])[NH:42][CH:41]([C:40]([O:39][CH2:32][c:33]1[cH:34][cH:35][cH:36][cH:37][cH:38]1)=[O:47])[CH2:43][CH2:44][S:45][CH3:46].